From a dataset of the Open Reaction Database (ORD), a public repository of structured organic reaction records. describe an organic reaction: reactants, conditions, products, and yield Starting materials: C(C1=CC=CC=C1)OC(=O)N[C@@H](COCC1=CC=CC=C1)C(=O)O (N-(benzyloxycarbonyl)-O-benzylserine). Run in C(Cl)Cl (CH2Cl2). Reaction conditions: time 4 hour. The product is C(C1=CC=CC=C1)OC(=O)N[C@@H](COCC1=CC=CC=C1)C(=O)OC(C)(C)C (N-(Benzyloxycarbonyl)-O-benzylserine, t-butyl ester). Yield: 199.6%. RXN SMILES: [CH2:1]([O:8][C:9]([NH:11][C@H:12]([C:22]([OH:24])=[O:23])[CH2:13][O:14][CH2:15][C:16]1[CH:21]=[CH:20][CH:19]=[CH:18][CH:17]=1)=[O:10])[C:2]1[CH:7]=[CH:6][CH:5]=[CH:4][CH:3]=1>C(Cl)Cl>[CH2:1]([O:8][C:9]([NH:11][C@H:12]([C:22]([O:24][C:2]([CH3:7])([CH3:3])[CH3:1])=[O:23])[CH2:13][O:14][CH2:15][C:16]1[CH:17]=[CH:18][CH:19]=[CH:20][CH:21]=1)=[O:10])[C:2]1[CH:3]=[CH:4][CH:5]=[CH:6][CH:7]=1. Procedure: Into a solution of 25 g (0.076 mol) of N-(benzyloxycarbonyl)-O-benzylserine in 600 ml of CH2Cl2 cooled to −6° C. in an ice-salt bath was bubbled isobutylene, while 4.1 ml of concentrated sulfuric acid was added dropwise thereto. The mixture was stirred for 4 hours and worked up as described in Synthetic Commun., 26:2723 (1996) to give 29.24 g of product as a yellow oil. Reactants: FC1=CC=C(NC)C=C1 (4-fluoro-N-methylaniline), Br.BrC(C)C=1C=C(C=C2C(C=C(OC12)N1CCOCC1)=O)C(=O)N(C)C (8-(1-bromoethyl)-N,N-dimethyl-2-morpholino-4-oxo-4H-chromene-6-carboxamide hydrobromide). Yields the product FC1=CC=C(C=C1)N(C(C)C=1C=C(C=C2C(C=C(OC12)N1CCOCC1)=O)C(=O)N(C)C)C (8-(1-((4-fluorophenyl)(methyl)amino)ethyl)-N,N-dimethyl-2-morpholino-4-oxo-4H-chromene-6-carboxamide). The yield is 51.6%. As a reaction SMILES: [F:1][C:2]1[CH:9]=[CH:8][C:5]([NH:6][CH3:7])=[CH:4][CH:3]=1.Br.Br[CH:12]([C:14]1[CH:15]=[C:16]([C:31]([N:33]([CH3:35])[CH3:34])=[O:32])[CH:17]=[C:18]2[C:23]=1[O:22][C:21]([N:24]1[CH2:29][CH2:28][O:27][CH2:26][CH2:25]1)=[CH:20][C:19]2=[O:30])[CH3:13]>>[F:1][C:2]1[CH:9]=[CH:8][C:5]([N:6]([CH3:7])[CH:12]([C:14]2[CH:15]=[C:16]([C:31]([N:33]([CH3:35])[CH3:34])=[O:32])[CH:17]=[C:18]3[C:23]=2[O:22][C:21]([N:24]2[CH2:29][CH2:28][O:27][CH2:26][CH2:25]2)=[CH:20][C:19]3=[O:30])[CH3:13])=[CH:4][CH:3]=1 |f:1.2|. Reported procedure: 4-fluoro-N-methylaniline (204 mg, 1.63 mmol) was reacted with 8-(1-bromoethyl)-N,N-dimethyl-2-morpholino-4-oxo-4H-chromene-6-carboxamide hydrobromide (200 mg, 0.41 mmol, as described in Example 3.03), using an analogous procedure to that described in Example 3.00, to afford 8-(1-((4-fluorophenyl)(methyl)amino)ethyl)-N,N-dimethyl-2-morpholino-4-oxo-4H-chromene-6-carboxamide (96 mg, 51.9%) as a white solid. Mass Spectrum: M+H+ 454. NMR Spectrum: (DMSOd6) 1.55 (d, 3H), 2.65 (s, 3H), 2.89 (s, 3H), 3... Reagents/catalysts: [Br-].[Zn+2].[Br-] (zinc bromide). Procedure: A solution of (S)-2-(benzyloxy)propanal (Bull. Chem. Soc. Jpn. (1989) 62, 3038, 16.25 g) in ether (200 ml) was added to a suspension of zinc bromide (26.75 g) in ether (50 ml) below 6° C. and then an ethereal solution of 2-(1-naphthyl)ethylmagnasium bromide, prepared from 2-(1-naphthyl)ethyl bromide (46.55 g) and magnesium turnings (9.63 g) in ether (300 ml), was added below 8° C. The mixture was stirred at 4° C. for 1 h and then THF (200 ml) was added. The final mixture was stirred overnight at... Yields the product C(C1=CC=CC=C1)O[C@@H](C)[C@H](CCC1=CC=CC2=CC=CC=C12)O ((2S,3S)-2-benzyloxy-5-(1-naphthyl)pentan-3-ol). Reaction conditions: temperature 4 celsius, time 1 hour. Reaction SMILES: [CH2:1]([O:8][C@@H:9]([CH3:12])[CH:10]=[O:11])[C:2]1[CH:7]=[CH:6][CH:5]=[CH:4][CH:3]=1.[C:13]1([CH2:23][CH2:24]Br)[C:22]2[C:17](=[CH:18][CH:19]=[CH:20][CH:21]=2)[CH:16]=[CH:15][CH:14]=1.[Mg].C1COCC1>CCOCC.[Br-].[Zn+2].[Br-]>[CH2:1]([O:8][C@H:9]([C@@H:10]([OH:11])[CH2:24][CH2:23][C:13]1[C:22]2[C:17](=[CH:18][CH:19]=[CH:20][CH:21]=2)[CH:16]=[CH:15][CH:14]=1)[CH3:12])[C:2]1[CH:7]=[CH:6][CH:5]=[CH:4][CH:3]=1 |f:5.6.7|. Run in CCOCC (ether), CCOCC (ether), CCOCC (ether). Reactants: C(C1=CC=CC=C1)O[C@H](C=O)C ((S)-2-(benzyloxy)propanal), C1CCOC1 (THF), 2-(1-naphthyl)ethylmagnasium bromide, C1(=CC=CC2=CC=CC=C12)CCBr (2-(1-naphthyl)ethyl bromide), [Mg] (magnesium), final mixture. Yield: 30.8%.